This data is from the Open Reaction Database (ORD), a public repository of structured organic reaction records. The task is: describe an organic reaction: reactants, conditions, products, and yield The reactants are C(CCC)C=1NC=C(N1)CCNC(=O)OC(C)(C)C (2-n-Butyl-4-{2-(t-butoxycarbonylamino)ethyl}-imidazole), COC(=O)C1=C(C=CC=C1)C1=CC=C(C=C1)CBr (2'-(methoxycarbonyl)biphenyl-4-ylmethyl bromide). Reaction conditions: time 8 hour. Yields the product C(CCC)C=1N(C=C(N1)CCNC(=O)OC(C)(C)C)CC1=CC=C(C=C1)C1=C(C=CC=C1)C(=O)OC (2-n-butyl-4-{2-(t-butoxycarbonylamino)-ethyl}-1-{2'-(methoxycarbonyl)biphenyl-4-yl}methylimidazole). As a reaction SMILES: [CH2:1]([C:5]1[NH:6][CH:7]=[C:8]([CH2:10][CH2:11][NH:12][C:13]([O:15][C:16]([CH3:19])([CH3:18])[CH3:17])=[O:14])[N:9]=1)[CH2:2][CH2:3][CH3:4].[CH3:20][O:21][C:22]([C:24]1[CH:29]=[CH:28][CH:27]=[CH:26][C:25]=1[C:30]1[CH:35]=[CH:34][C:33]([CH2:36]Br)=[CH:32][CH:31]=1)=[O:23]>>[CH2:1]([C:5]1[N:6]([CH2:36][C:33]2[CH:34]=[CH:35][C:30]([C:25]3[CH:26]=[CH:27][CH:28]=[CH:29][C:24]=3[C:22]([O:21][CH3:20])=[O:23])=[CH:31][CH:32]=2)[CH:7]=[C:8]([CH2:10][CH2:11][NH:12][C:13]([O:15][C:16]([CH3:18])([CH3:17])[CH3:19])=[O:14])[N:9]=1)[CH2:2][CH2:3][CH3:4]. Procedure details: 2-n-Butyl-4-{2-(t-butoxycarbonylamino)ethyl}-imidazole and 2'-(methoxycarbonyl)biphenyl-4-ylmethyl bromide are treated in the same manner as in Reference Example 1-(6) except that the reaction is carried out overnight to give 2-n-butyl-4-{2-(t-butoxycarbonylamino)-ethyl}-1-{2'-(methoxycarbonyl)biphenyl-4-yl}methylimidazole. Reactants: [Cl-].FC=1C=C(C2=C(CC(O2)(C)C)C1)C[P+](C1=CC=CC=C1)(C1=CC=CC=C1)C1=CC=CC=C1 (((5-fluoro-2,2-dimethyl-2,3-dihydrobenzofuran-7-yl)methyl)triphenyl phosphonium chloride), C(CCC)[Li] (n-butyllithium), C(C1=CC=CC=C1)OC1=CC=C(C=O)C=C1 (4-(benzyloxy)benzaldehyde). The solvent is O1CCCC1 (tetrahydrofuran). Run at time 3 hour. Yields the product C(C1=CC=CC=C1)OC1=CC=C(C=CC2=CC(=CC=3CC(OC32)(C)C)F)C=C1 (7-(4-(benzyloxy)styryl)-5-fluoro-2,2-dimethyl-2,3-dihydrobenzofuran), mixture ( 649 ). RXN SMILES: [Cl-].[F:2][C:3]1[CH:4]=[C:5]([CH2:14][P+](C2C=CC=CC=2)(C2C=CC=CC=2)C2C=CC=CC=2)[C:6]2[O:10][C:9]([CH3:12])([CH3:11])[CH2:8][C:7]=2[CH:13]=1.C([Li])CCC.[CH2:39]([O:46][C:47]1[CH:54]=[CH:53][C:50]([CH:51]=O)=[CH:49][CH:48]=1)[C:40]1[CH:45]=[CH:44][CH:43]=[CH:42][CH:41]=1>O1CCCC1>[CH2:39]([O:46][C:47]1[CH:48]=[CH:49][C:50]([CH:51]=[CH:14][C:5]2[C:6]3[O:10][C:9]([CH3:11])([CH3:12])[CH2:8][C:7]=3[CH:13]=[C:3]([F:2])[CH:4]=2)=[CH:53][CH:54]=1)[C:40]1[CH:41]=[CH:42][CH:43]=[CH:44][CH:45]=1 |f:0.1|. Procedure details: To a solution of ((5-fluoro-2,2-dimethyl-2,3-dihydrobenzofuran-7-yl)methyl)triphenyl phosphonium chloride (648) (500 mg, 1.09 mmol) in anhydrous tetrahydrofuran at room temperature (10 mL) was added n-butyllithium (0.67 mL, 1.31 mmol, 2 M in hexane). After stirring for 10 min 4-(benzyloxy)benzaldehyde (231 mg, 1.09 mmol) was added and stirred for an additional 3 hours. The reaction was quenched with water and extracted with ethyl acetate. The combined organic phase was dried over sodium sulfate,... Starting materials: C1(=CC=CC=C1)N1CCN(CC1)CC1=CC=C(C=C1)[N+](=O)[O-] (1-phenyl-4-(p-nitrobenzyl)piperazine). Reagents/catalysts: [Cl-].[Cl-].[Cl-].[Ti+3] (titanium trichloride). The product is C1(=CC=CC=C1)N1CCN(CC1)CC1=CC=C(C=C1)N (1-phenyl-4-[(4-aminophenyl)methyl]piperazine). As a reaction SMILES: [C:1]1([N:7]2[CH2:12][CH2:11][N:10]([CH2:13][C:14]3[CH:19]=[CH:18][C:17]([N+:20]([O-])=O)=[CH:16][CH:15]=3)[CH2:9][CH2:8]2)[CH:6]=[CH:5][CH:4]=[CH:3][CH:2]=1>[Cl-].[Cl-].[Cl-].[Ti+3]>[C:1]1([N:7]2[CH2:8][CH2:9][N:10]([CH2:13][C:14]3[CH:15]=[CH:16][C:17]([NH2:20])=[CH:18][CH:19]=3)[CH2:11][CH2:12]2)[CH:6]=[CH:5][CH:4]=[CH:3][CH:2]=1 |f:1.2.3.4|. Procedure details: In the manner given in Example 1B, 1-phenyl-4-(p-nitrobenzyl)piperazine is reduced with aqueous titanium trichloride to give 1-phenyl-4-[(4-aminophenyl)methyl]piperazine. Reactants: O.[OH-].[Li+] (lithium hydroxide monohydrate), COC(C(CC1C2CCC(C1)C2)N2C(C=C(C2)OC2=C(C=CC=C2F)F)=O)=O (3-bicyclo[2.2.1]hept-2-yl-2-[4-(2,6-difluoro-phenoxy)-2-oxo-2,5-dihydro-pyrrol-1-yl]-propionic acid methyl ester), Cl (hydrochloric acid). Run in O (water), O1CCCC1 (tetrahydrofuran). Reaction conditions: temperature 25 celsius, time 1 hour. The product is C12C(CC(CC1)C2)CC(C(=O)O)N2C(C=C(C2)OC2=C(C=CC=C2F)F)=O (3-bicyclo[2.2.1]hept-2-yl-2-[4-(2,6-difluoro-phenoxy)-2-oxo-2,5-dihydro-pyrrol-1-yl]-propionic acid). The yield is 87.9%. Reaction SMILES: C[O:2][C:3](=[O:28])[CH:4]([N:13]1[CH2:17][C:16]([O:18][C:19]2[C:24]([F:25])=[CH:23][CH:22]=[CH:21][C:20]=2[F:26])=[CH:15][C:14]1=[O:27])[CH2:5][CH:6]1[CH2:11][CH:10]2[CH2:12][CH:7]1[CH2:8][CH2:9]2.O.[OH-].[Li+].Cl>O1CCCC1.O>[CH:7]12[CH2:12][CH:10]([CH2:9][CH2:8]1)[CH2:11][CH:6]2[CH2:5][CH:4]([N:13]1[CH2:17][C:16]([O:18][C:19]2[C:20]([F:26])=[CH:21][CH:22]=[CH:23][C:24]=2[F:25])=[CH:15][C:14]1=[O:27])[C:3]([OH:28])=[O:2] |f:1.2.3|. Procedure: In a flask was placed 3-bicyclo[2.2.1]hept-2-yl-2-[4-(2,6-difluoro-phenoxy)-2-oxo-2,5-dihydro-pyrrol-1-yl]-propionic acid methyl ester (87 mg, 0.22 mmol) dissolved in tetrahydrofuran (3 mL). To this mixture at 25° C. was added a solution of lithium hydroxide monohydrate (19 mg, 0.44 mmol) in water (3 mL) and stirred for 1 h at 25° C. The mixture was then treated with a 1N aqueous hydrochloric acid solution to pH=2 and extracted with ethyl acetate (3×20 mL). The combined organic layers were dried... Starting materials: COC1=C(C(=C(C=C1OCOC)OC)OCOC)CCC(=O)O (3-[2,5-dimethoxy-3,6-bis(methoxymethoxy)phenyl]propionyl alcohol), CS(=O)(=O)Cl (methanesulfonyl chloride), C(C)(=O)OCC (ethyl acetate). The solvent is C(Cl)Cl (methylene chloride), C(C)N(CC)CC (triethylamine). Reaction conditions: time 12 hour. The product is CS(=O)(=O)OCCCC1=C(C(=CC(=C1OCOC)OC)OCOC)OC (3-[2,5-dimethoxy-3,6-bis(methoxymethoxy)phenyl]propyl methanesulfonate). Reaction SMILES: [CH3:1][O:2][C:3]1[C:8]([O:9][CH2:10][O:11][CH3:12])=[CH:7][C:6]([O:13][CH3:14])=[C:5]([O:15][CH2:16][O:17][CH3:18])[C:4]=1[CH2:19][CH2:20][C:21]([OH:23])=O.C(OCC)(=O)C.[CH3:30][S:31](Cl)(=[O:33])=[O:32]>C(Cl)Cl.C(N(CC)CC)C>[CH3:30][S:31]([O:23][CH2:21][CH2:20][CH2:19][C:4]1[C:5]([O:15][CH2:16][O:17][CH3:18])=[C:6]([O:13][CH3:14])[CH:7]=[C:8]([O:9][CH2:10][O:11][CH3:12])[C:3]=1[O:2][CH3:1])(=[O:33])=[O:32]. Procedure details: 700 Milligrams of 3-[2,5-dimethoxy-3,6-bis(methoxymethoxy)phenyl]propionyl alcohol was dissolved in 20 ml of anhydrous methylene chloride, under argon gas stream condition, 0.21 ml of methanesulfonyl chloride, 0.3 ml of triethylamine were added thereto under ice-cooled condition. The temperature of the reaction mixture was elevated to room temperature, then the reaction mixture was stirred continuously for 12 hours. 100 Milliliters of ethyl acetate was added to the reaction mixture, and the orga...